This data is from the Open Reaction Database (ORD), a public repository of structured organic reaction records. The task is: describe an organic reaction: reactants, conditions, products, and yield Conditions: time 1 hour. Product: FC1=CC=C(C=C1)C(CCC(C)=O)C1=CC=C(C=C1)F (5,5-bis(4-fluorophenyl)-2-pentanone), intermediate 31. Reported procedure: To a stirred solution of 17.3 parts of 2,2-dimethyl-1,3-dioxane-4,6-dione in 130 parts of dichloromethane were added 18 parts of pyridine under nitrogen atmosphere. Then there were added dropwise, during a 20 minutes-period a solution of 35.4 parts of 1-chloro-4,4-bis(4-fluorophenyl)-1-butanone in 65 parts of dichloromethane at about 0° C. while nitrogen gas was still introduced. Upon completion, stirring was continued first for 1 hour at about 0° C. and further for 1 hour at room temperature. D... Starting materials: ClCCl (Dichloromethane), 17.3, CC1(OC(CC(O1)=O)=O)C (2,2-dimethyl-1,3-dioxane-4,6-dione), ClCCl (dichloromethane), N1=CC=CC=C1 (pyridine), 35.4, ClC(CCC(C1=CC=C(C=C1)F)C1=CC=C(C=C1)F)=O (1-chloro-4,4-bis(4-fluorophenyl)-1-butanone), ClCCl (dichloromethane). RXN SMILES: [CH3:1]C1(C)OC(=O)CC(=O)O1.ClCCl.N1C=CC=CC=1.Cl[C:21](=[O:39])[CH2:22][CH2:23][CH:24]([C:32]1[CH:37]=[CH:36][C:35]([F:38])=[CH:34][CH:33]=1)[C:25]1[CH:30]=[CH:29][C:28]([F:31])=[CH:27][CH:26]=1>O>[F:31][C:28]1[CH:29]=[CH:30][C:25]([CH:24]([C:32]2[CH:37]=[CH:36][C:35]([F:38])=[CH:34][CH:33]=2)[CH2:23][CH2:22][C:21](=[O:39])[CH3:1])=[CH:26][CH:27]=1. Run in O (water). Reactants: BrC1=C(C=CC(=N1)C(=O)O)F (6-bromo-5-fluoropicolinic acid), OS(=O)(=O)O (H2SO4), CO (methanol). Run in C(C)(=O)OCC (ethyl acetate). Run at time 2 hour. Yields the product BrC1=C(C=CC(=N1)C(=O)OC)F (methyl 6-bromo-5-fluoropicolinate). Yield: 99.0%. Reaction SMILES: [Br:1][C:2]1[N:7]=[C:6]([C:8]([OH:10])=[O:9])[CH:5]=[CH:4][C:3]=1[F:11].OS(O)(=O)=O.[CH3:17]O>C(OCC)(=O)C>[Br:1][C:2]1[N:7]=[C:6]([C:8]([O:10][CH3:17])=[O:9])[CH:5]=[CH:4][C:3]=1[F:11]. Procedure details: To a solution of 6-bromo-5-fluoropicolinic acid (1.0 equiv.) in methanol (0.2 M) was added H2SO4 (4.2 equiv.) and the reaction was stirred at room temperature for two hours. Upon completion of the reaction as monitored by LC/MS, the reaction was diluted with ethyl acetate and quenched slowly with saturated aqueous NaHCO3. The reaction was poured into a separatory funnel and extracted with ethyl acetate. The organic phase was dried with magnesium sulfate, filtered, and concentrated in vacuo to pr... Reaction SMILES: [CH3:18][N:19]1[CH2:20][CH2:21][CH2:22][C:23]1=[O:24].[Cu:15][C:16]#[N:17].[NH2:1][c:2]1[cH:3][c:4]([C:11]([F:12])([F:13])[F:14])[c:5]([C:6]#[N:7])[cH:8][c:9]1[I:10]>>[NH2:1][c:2]1[cH:3][c:4]([C:11]([F:12])([F:13])[F:14])[c:5]([C:6]#[N:7])[cH:8][c:9]1[C:16]#[N:17]. The reactants are CN1CCCC1=O, N#C[Cu], N#Cc1cc(I)c(N)cc1C(F)(F)F. The product is N#Cc1cc(C#N)c(C(F)(F)F)cc1N. The reactants are C(C=C)Br (allyl bromide), compound, resultant mixture, COC=1C=C(C=C(C1OC)OC)CC(=O)CC1=CC(=C(C(=C1)OC)OC)OC (1,3-bis(3,4,5-trimethoxyphenyl)acetone), C(C)(C)[N-]C(C)C.[Li+] (lithium diisopropylamide), solution, C(C)(C)(C)[Li] (tert.-butyl lithium), C(C)(C)NC(C)C (diisopropylamine). Run in O (water), O1CCCC1 (tetrahydrofuran), O1CCCC1 (tetrahydrofuran), CCCCC (pentane), O1CCCC1 (tetrahydrofuran). Run at temperature -78 celsius, time 30 minute. Product: C(C=C)C(C(=O)CC1=CC(=C(C(=C1)OC)OC)OC)C1=CC(=C(C(=C1)OC)OC)OC (1-allyl-1,3-bis(3,4,5-trimethoxyphenyl)acetone). Reaction SMILES: [CH:1]([N-]C(C)C)([CH3:3])[CH3:2].[Li+].C([Li])(C)(C)C.C(NC(C)C)(C)C.[CH3:21][O:22][C:23]1[CH:24]=[C:25]([CH2:33][C:34]([CH2:36][C:37]2[CH:42]=[C:41]([O:43][CH3:44])[C:40]([O:45][CH3:46])=[C:39]([O:47][CH3:48])[CH:38]=2)=[O:35])[CH:26]=[C:27]([O:31][CH3:32])[C:28]=1[O:29][CH3:30].C(Br)C=C>CCCCC.O1CCCC1.O>[CH2:3]([CH:33]([C:25]1[CH:26]=[C:27]([O:31][CH3:32])[C:28]([O:29][CH3:30])=[C:23]([O:22][CH3:21])[CH:24]=1)[C:34]([CH2:36][C:37]1[CH:38]=[C:39]([O:47][CH3:48])[C:40]([O:45][CH3:46])=[C:41]([O:43][CH3:44])[CH:42]=1)=[O:35])[CH:1]=[CH2:2] |f:0.1|. Procedure: To a solution of lithium diisopropylamide (prepared from the addition of 38.2 ml of a 1.7M solution of tert.-butyl lithium in pentane to 9.53 ml of diisopropylamine in 100 ml of tetrahydrofuran at -10° C.) which was cooled to -78° C. was slowly added 24.1 g of the compound prepared in (c) above in 450 ml of tetrahydrofuran. The resultant mixture was then stirred for 45 minutes, while maintaining the temperature of -78° C., after which time it was cannulated into a solution of 159 ml of allyl bro... The reactants are CO (methanol), CC=1C=CC(=CC1)C(=O)O (p-toluic acid), CC=1C=CC(=CC1)C(=O)O (p-toluic acid). Run in CC(=O)C (acetone). The product is C1(=CC=C(C=C1)C=O)C (p-tolualdehyde). As a reaction SMILES: CO.[CH3:3][C:4]1[CH:5]=[CH:6][C:7]([C:10](O)=[O:11])=[CH:8][CH:9]=1>CC(C)=O>[C:4]1([CH3:3])[CH:9]=[CH:8][C:7]([CH:10]=[O:11])=[CH:6][CH:5]=1. Procedure: Esterification of methanol is carried out with the per-p-toluic acid product solution containing 30.0 % by weight of per-p-toluic acid, obtained by autooxidizing p-tolualdehyde with air in the absence of catalyst in acetone as a solvent. Starting materials: CC(=CC(=O)O)C (3-methylbut-2-enoic acid), FC(OC=1C=C(C=CC1)O)(F)F (3-(trifluoromethoxy)phenol), CC(=CC(=O)O)C (3-methylbut-2-enoic acid). Run in CS(=O)(=O)O.O=P12OP3(=O)OP(=O)(O1)OP(=O)(O2)O3 (Eaton's reagent), CS(=O)(=O)O.O=P12OP3(=O)OP(=O)(O1)OP(=O)(O2)O3 (Eaton's reagent). Reaction conditions: time 30 minute. Yields the product CC1(OC2=CC(=CC=C2C(C1)=O)OC(F)(F)F)C (2,2-dimethyl-7-(trifluoromethoxy)chroman-4-one). Yield: 32.1%. RXN SMILES: [CH3:1][C:2]([CH3:7])=[CH:3][C:4](O)=[O:5].[F:8][C:9]([F:19])([F:18])[O:10][C:11]1[CH:12]=[C:13]([OH:17])[CH:14]=[CH:15][CH:16]=1>CS(O)(=O)=O.O=P12OP3(OP(OP(O3)(O1)=O)(=O)O2)=O>[CH3:1][C:2]1([CH3:7])[CH2:3][C:4](=[O:5])[C:14]2[C:13](=[CH:12][C:11]([O:10][C:9]([F:8])([F:18])[F:19])=[CH:16][CH:15]=2)[O:17]1 |f:2.3|. Procedure details: Eaton's reagent (225 mL) was heated to 70° C. and 3-methylbut-2-enoic acid (28.1 g, 281 mmol) and 3-(trifluoromethoxy)phenol (25.0 g, 140 mmol) were added. After 30 min, additional 3-methylbut-2-enoic acid (1 equiv, 14 g) was added and heating was continued. After 30 min, additional Eaton's reagent (150 mL) was added and heating was continued for 35 min. The dark solution was cooled and poured into ice. The aqueous suspension was extracted with Et2O (300 mL), and the organic portion was washed w... Reactants: C(=CC)N1C(CCC1=O)=O (N-propenylsuccinimide), stannic chloride, Cl (hydrogen chloride). Run at time 10 day. Product: ClC(CC)N1C(CCC1=O)=O (1-chloro-1-succinimidopropane). Reaction SMILES: [CH:1]([N:4]1[C:8](=[O:9])[CH2:7][CH2:6][C:5]1=[O:10])=[CH:2][CH3:3].[ClH:11]>>[Cl:11][CH:1]([N:4]1[C:8](=[O:9])[CH2:7][CH2:6][C:5]1=[O:10])[CH2:2][CH3:3]. Procedure details: Anhydrous hydrogen chloride is bubbled through a mixture of 10 g. (0.072 mole) of N-propenylsuccinimide and 1.04 g. of stannic chloride for 6 hours. The solution is allowed to stand at room temperature for 10 days, the solution being saturated again with hydrogen chloride gas after 3 days and 4 days. Solvents are removed under reduced pressure at 30° - 40° C. to give 1-chloro-1-succinimidopropane as a yellow oil. Starting materials: FC1=CC=C2C(=NNC2=C1)C1CCNCC1 (6-fluoro-3-(4-piperidinyl)-1H-indazole), C1C(C)O1 (propylene oxide). Solvent: C1(=CC=CC=C1)C (toluene). Conditions: temperature 50 celsius. Yields the product OC(CN1CCC(CC1)C1=NNC2=CC(=CC=C12)F)C (3-[1-(2-hydroxyprop-1-yl)-4-piperidinyl]-6-fluoro-1 H-indazole). The yield is 54.9%. As a reaction SMILES: [F:1][C:2]1[CH:10]=[C:9]2[C:5]([C:6]([CH:11]3[CH2:16][CH2:15][NH:14][CH2:13][CH2:12]3)=[N:7][NH:8]2)=[CH:4][CH:3]=1.[CH2:17]1[O:20][CH:18]1[CH3:19]>C1(C)C=CC=CC=1>[OH:20][CH:18]([CH3:19])[CH2:17][N:14]1[CH2:15][CH2:16][CH:11]([C:6]2[C:5]3[C:9](=[CH:10][C:2]([F:1])=[CH:3][CH:4]=3)[NH:8][N:7]=2)[CH2:12][CH2:13]1. Procedure: A mixture of 6-fluoro-3-(4-piperidinyl)-1H-indazole (500 mg, 2.3 mmol) and propylene oxide (1g, 17 mmol) in 25 ml toluene was heated to 50° C. in an autoclave for 7 days. The cooled reaction was concentrated in vacuo and purified by chromatography on silica gel 60 eluting with ethyl acetate:methanol (4:1, v/v). Concentration of the appropriate fractions afforded 350 mg (54.9%) of 3-[1-(2-hydroxyprop-1-yl)-4-piperidinyl]-6-fluoro-1 H-indazole as a foam. Run at temperature 120 celsius, time 20 hour. The product is CS(=O)(=O)C1=CC=C(C=C1)NC1=C(C(=O)N)C=CC(=N1)N1CC2(CC(=NO2)C2=CC=CC=C2)CCC1 (2-((4-(Methylsulfonyl)phenyl)amino)-6-(3-phenyl-1-oxa-2,7-diazaspiro[4.5]dec-2-en-7-yl)nicotinamide). The reactants are ClC1=NC(=C(C(=O)N)C=C1)NC1=CC=C(C=C1)S(=O)(=O)C (6-chloro-2-(4-(methylsulfonyl)phenylamino)nicotinamide), OC(=O)C(F)(F)F.C1(=CC=CC=C1)C1=NOC2(C1)CNCCC2 (3-phenyl-1-oxa-2,7-diazaspiro[4.5]dec-2-ene TFA salt), C(C)(C)N(C(C)C)CC (N,N-diisopropylethylamine). Reaction SMILES: Cl[C:2]1[CH:10]=[CH:9][C:5]([C:6]([NH2:8])=[O:7])=[C:4]([NH:11][C:12]2[CH:17]=[CH:16][C:15]([S:18]([CH3:21])(=[O:20])=[O:19])=[CH:14][CH:13]=2)[N:3]=1.OC(C(F)(F)F)=O.[C:29]1([C:35]2[CH2:39][C:38]3([CH2:44][CH2:43][CH2:42][NH:41][CH2:40]3)[O:37][N:36]=2)[CH:34]=[CH:33][CH:32]=[CH:31][CH:30]=1.C(N(CC)C(C)C)(C)C>CN(C=O)C>[CH3:21][S:18]([C:15]1[CH:16]=[CH:17][C:12]([NH:11][C:4]2[N:3]=[C:2]([N:41]3[CH2:42][CH2:43][CH2:44][C:38]4([O:37][N:36]=[C:35]([C:29]5[CH:34]=[CH:33][CH:32]=[CH:31][CH:30]=5)[CH2:39]4)[CH2:40]3)[CH:10]=[CH:9][C:5]=2[C:6]([NH2:8])=[O:7])=[CH:13][CH:14]=1)(=[O:20])=[O:19] |f:1.2|. The solvent is CN(C)C=O (DMF). Procedure details: A mixture of 6-chloro-2-(4-(methylsulfonyl)phenylamino)nicotinamide (30 mg, 0.092 mmol), 3-phenyl-1-oxa-2,7-diazaspiro[4.5]dec-2-ene TFA salt (30.4 mg, 0.092 mmol) and N,N-diisopropylethylamine (0.064 mL, 0.368 mmol) in DMF (1 mL) was stirred at 120° C. for 20 h. The mixture was cooled to room temperature and purified by reverse phase HPLC, using Sunfire S10 30×250 mm column and eluting with 40% to 100% solvent B (10% MeOH-90% H2O-0.1% TFA) in solvent A (90% MeOH-10% H2O-0.1% TFA), to give a bro... Yield: 25.8%.